This data is from the Open Reaction Database (ORD), a public repository of structured organic reaction records. The task is: describe an organic reaction: reactants, conditions, products, and yield Starting materials: O=C([O-])O, Cc1ccccc1, CC(C)(C)c1ccc(C(=O)CCCCl)cc1, O=C(c1nc2ccccc2n1Cc1ccc(F)cc1)C1CCNCC1, [I-], [K+], [K+], O. Product: CC(C)(C)c1ccc(C(=O)CCCN2CCC(C(=O)c3nc4ccccc4n3Cc3ccc(F)cc3)CC2)cc1. As a reaction SMILES: [C:42](=[O:43])([OH:44])[O-:45].[CH3:49][c:50]1[cH:51][cH:52][cH:53][cH:54][cH:55]1.[Cl:26][CH2:27][CH2:28][CH2:29][C:30](=[O:31])[c:32]1[cH:33][cH:34][c:35]([C:38]([CH3:39])([CH3:40])[CH3:41])[cH:36][cH:37]1.[F:1][c:2]1[cH:3][cH:4][c:5]([CH2:8][n:9]2[c:10]([C:18](=[O:19])[CH:20]3[CH2:21][CH2:22][NH:23][CH2:24][CH2:25]3)[n:11][c:12]3[c:13]2[cH:14][cH:15][cH:16][cH:17]3)[cH:6][cH:7]1.[I-:48].[K+:46].[K+:47].[OH2:56]>>[F:1][c:2]1[cH:3][cH:4][c:5]([CH2:8][n:9]2[c:10]([C:18](=[O:19])[CH:20]3[CH2:21][CH2:22][N:23]([CH2:27][CH2:28][CH2:29][C:30](=[O:31])[c:32]4[cH:33][cH:34][c:35]([C:38]([CH3:39])([CH3:40])[CH3:41])[cH:36][cH:37]4)[CH2:24][CH2:25]3)[n:11][c:12]3[c:13]2[cH:14][cH:15][cH:16][cH:17]3)[cH:6][cH:7]1.